From a dataset of the Open Reaction Database (ORD), a public repository of structured organic reaction records. describe an organic reaction: reactants, conditions, products, and yield The reactants are Cl, NNC(N)=S, O=c1c(=O)c2ccc(O)cc2c1=O. Product: NC(=S)NN=c1c(=O)c2ccc(O)cc2c1=O. RXN SMILES: [ClH:14].[NH2:15][NH:16][C:17](=[S:18])[NH2:19].[OH:1][c:2]1[cH:3][c:4]2[c:5](=[O:13])[c:6](=[O:12])[c:7](=[O:11])[c:8]2[cH:9][cH:10]1>>[OH:1][c:2]1[cH:3][c:4]2[c:5](=[O:13])[c:6](=[N:15][NH:16][C:17](=[S:18])[NH2:19])[c:7](=[O:11])[c:8]2[cH:9][cH:10]1. Reported procedure: A solution of alcohol 95 (0.18 g, 0.64 mmol) in CH2Cl2 (4 mL) was treated with PBr3 (115 μL 1.2 mmol). The reaction mixture was stirred at room temperature for 2 h, then EtOAc (150 mL) was added. The organic layer was washed with water (100 mL), the aqueous layer was re-extracted with EtOAc (100 mL), and the combined organic layers were washed with brine (100 mL), dried (Na2SO4) and concentrated under reduced pressure. The residue was chromatographed on silica gel, eluting with petroleum ether/E... Yields the product BrCC1=CC=C(C=C1)CC1=CC=C(C=C1)OC(F)(F)F (1-(bromomethyl)-4-[4-(trifluoromethoxy)benzyl]benzene). The yield is 63.4%. As a reaction SMILES: [F:1][C:2]([F:20])([F:19])[O:3][C:4]1[CH:18]=[CH:17][C:7]([CH2:8][C:9]2[CH:14]=[CH:13][C:12]([CH2:15]O)=[CH:11][CH:10]=2)=[CH:6][CH:5]=1.P(Br)(Br)[Br:22].CCOC(C)=O>C(Cl)Cl>[Br:22][CH2:15][C:12]1[CH:13]=[CH:14][C:9]([CH2:8][C:7]2[CH:17]=[CH:18][C:4]([O:3][C:2]([F:20])([F:19])[F:1])=[CH:5][CH:6]=2)=[CH:10][CH:11]=1. The solvent is C(Cl)Cl (CH2Cl2). Conditions: time 2 hour. Starting materials: FC(OC1=CC=C(CC2=CC=C(C=C2)CO)C=C1)(F)F ({4-[4-(trifluoromethoxy)benzyl]phenyl}methanol), P(Br)(Br)Br (PBr3), CCOC(=O)C (EtOAc). The reactants are COCCN, Cn1ncc(C(=O)N2CCC2)c1C(=O)Nc1ccn2nc(C(=O)O)nc2c1. The product is COCCNC(=O)c1nc2cc(NC(=O)c3c(C(=O)N4CCC4)cnn3C)ccn2n1. Reaction SMILES: [CH3:28][O:29][CH2:30][CH2:31][NH2:32].[N:1]1([C:5](=[O:6])[c:7]2[cH:8][n:9][n:10]([CH3:27])[c:11]2[C:12](=[O:13])[NH:14][c:15]2[cH:16][c:17]3[n:18]([cH:19][cH:20]2)[n:21][c:22]([C:24](=[O:25])[OH:26])[n:23]3)[CH2:2][CH2:3][CH2:4]1>>[N:1]1([C:5](=[O:6])[c:7]2[cH:8][n:9][n:10]([CH3:27])[c:11]2[C:12](=[O:13])[NH:14][c:15]2[cH:16][c:17]3[n:18]([cH:19][cH:20]2)[n:21][c:22]([C:24](=[O:25])[NH:32][CH2:31][CH2:30][O:29][CH3:28])[n:23]3)[CH2:2][CH2:3][CH2:4]1. Reactants: O=C(O)c1cc(Br)ccc1F, CCOC(=O)COc1cccc(N)c1. The product is CCOC(=O)COc1cccc(NC(=O)c2cc(Br)ccc2F)c1. Reaction SMILES: [Br:1][c:2]1[cH:3][cH:4][c:5]([F:11])[c:6]([C:7](=[O:8])[OH:9])[cH:10]1.[CH2:12]([CH3:13])[O:14][C:15]([CH2:16][O:17][c:18]1[cH:19][c:20]([NH2:24])[cH:21][cH:22][cH:23]1)=[O:25]>>[Br:1][c:2]1[cH:3][cH:4][c:5]([F:11])[c:6]([C:7](=[O:9])[NH:24][c:20]2[cH:19][c:18]([O:17][CH2:16][C:15]([O:14][CH2:12][CH3:13])=[O:25])[cH:23][cH:22][cH:21]2)[cH:10]1. Reactants: BrC1=CC=2C3=C(C=NC2C=C1)N(C(N3C=3C(=NN(C3)C)C)=O)C (8-bromo-1-(1,3-dimethyl-1H-pyrazol-4-yl)-3-methyl-1,3-dihydro-imidazo[4,5-c]quinolin-2-one), BrC1=CC=2C3=C(C=NC2C=C1)N(C(N3C=3C(=NN(C3)C)C)=O)C (8-bromo-1-(1,3-dimethyl-1H-pyrazol-4-yl)-3-methyl-1,3-dihydro-imidazo[4,5-c]quinolin-2-one), C(C)OC1=NC=C(C=N1)B(O)O (2-ethoxypyrimidine-5-boronic acid). Product: CN1N=C(C(=C1)N1C(N(C=2C=NC=3C=CC(=CC3C21)C=2C=NC(=NC2)OCC)C)=O)C (1-(1,3-Dimethyl-1H-pyrazol-4-yl)-8-(2-ethoxy-pyrimidin-5-yl)-3-methyl-1,3-dihydro-imidazo[4,5-c]quinolin-2-one). RXN SMILES: Br[C:2]1[CH:11]=[CH:10][C:9]2[N:8]=[CH:7][C:6]3[N:12]([CH3:23])[C:13](=[O:22])[N:14]([C:15]4[C:16]([CH3:21])=[N:17][N:18]([CH3:20])[CH:19]=4)[C:5]=3[C:4]=2[CH:3]=1.[CH2:24]([O:26][C:27]1[N:32]=[CH:31][C:30](B(O)O)=[CH:29][N:28]=1)[CH3:25]>>[CH3:20][N:18]1[CH:19]=[C:15]([N:14]2[C:5]3[C:4]4[CH:3]=[C:2]([C:30]5[CH:29]=[N:28][C:27]([O:26][CH2:24][CH3:25])=[N:32][CH:31]=5)[CH:11]=[CH:10][C:9]=4[N:8]=[CH:7][C:6]=3[N:12]([CH3:23])[C:13]2=[O:22])[C:16]([CH3:21])=[N:17]1. Reported procedure: The title compound was synthesized in a similar manner as described for Example 1.1 using 8-bromo-1-(1,3-dimethyl-1H-pyrazol-4-yl)-3-methyl-1,3-dihydro-imidazo[4,5-c]quinolin-2-one (Intermediate A, 40 mg, 0.106 mmol) and 2-ethoxypyrimidine-5-boronic acid (Synthonix, Wake Forest, USA, 22 mg, 0.130 mmol) to give the title compound as a white solid. (HPLC: tR 2.51 min (Method A); M+H=416 MS-ES; 1H-NMR (d6-DMSO, 400 MHz) 8.98 (s, 1H), 8.73-8.67 (m, 2H), 8.16-8.09 (m, 2H), 7.98-7.91 (m, 1H), 7.51-7.4...